Dataset: the Open Reaction Database (ORD), a public repository of structured organic reaction records. Task: describe an organic reaction: reactants, conditions, products, and yield RXN SMILES: [NH2:1][CH2:2][C@H:3]1[CH2:8][CH2:7][C@H:6]([C:9]([OH:11])=[O:10])[CH2:5][CH2:4]1.C([O-])([O-])=O.[K+].[K+].[CH2:18]([O:25][C:26](Cl)=[O:27])[C:19]1[CH:24]=[CH:23][CH:22]=[CH:21][CH:20]=1.Cl>O.O1CCOCC1>[CH2:18]([O:25][C:26]([NH:1][CH2:2][C@H:3]1[CH2:4][CH2:5][C@H:6]([C:9]([OH:11])=[O:10])[CH2:7][CH2:8]1)=[O:27])[C:19]1[CH:24]=[CH:23][CH:22]=[CH:21][CH:20]=1 |f:1.2.3|. The solvent is O (water), O1CCOCC1 (dioxane), O (water). Product: C(C1=CC=CC=C1)OC(=O)NC[C@@H]1CC[C@H](CC1)C(=O)O (trans-4-(Benzyloxycarbonylamino-methyl)-cyclohexanecarboxylic Acid). Reactants: 1L, 25.09, NC[C@@H]1CC[C@H](CC1)C(=O)O (trans-4-aminomethyl-cyclohexanecarboxylic acid), C(=O)([O-])[O-].[K+].[K+] (K2CO3), C(C1=CC=CC=C1)OC(=O)Cl (benzylchloroformate), Cl (HCl). Procedure details: A 1L 3-neck flask was charged with 25.09 (160 mmol) trans-4-aminomethyl-cyclohexanecarboxylic acid, 77.4 g (560 mmol) K2CO3, 250 mL dioxane and 250 mL water. The suspension was stirred, then 28.5 mL (200 mmol) benzylchloroformate was added dropwise. The reaction mixture was then stirred at room temperature for 6.5 hours then poured into 800 mL water and acidified (slowly) with 1N HCl. The resulting white precipitate was filtered and dried-45.6 g. Reactants: CN1C(C(=C(C=C1C)O)C(=O)OCC)=O (ethyl 1,6-dimethyl-4-hydroxy-2-oxo-1,2-dihydropyridine-3-carboxyl ate), NC1=NOC(=C1)C (3-amino-5-methylisooxazole), BrC1=CC=CC=C1 (bromobenzene). Run at time 6.5 hour. The product is CN1C(C(=C(C=C1C)O)C(=O)NC1=NOC(=C1)C)=O (1,6-dimethyl-4-hydroxy-N-(5-methylisooxazol-3-yl)-2-oxo-1,2-dihydropyridine-3-carboxamide). Isolated yield 66.5%. Reaction SMILES: [CH3:1][N:2]1[C:7]([CH3:8])=[CH:6][C:5]([OH:9])=[C:4]([C:10]([O:12]CC)=O)[C:3]1=[O:15].[NH2:16][C:17]1[CH:21]=[C:20]([CH3:22])[O:19][N:18]=1.BrC1C=CC=CC=1>>[CH3:1][N:2]1[C:7]([CH3:8])=[CH:6][C:5]([OH:9])=[C:4]([C:10]([NH:16][C:17]2[CH:21]=[C:20]([CH3:22])[O:19][N:18]=2)=[O:12])[C:3]1=[O:15]. Reported procedure: 213 mg of ethyl 1,6-dimethyl-4-hydroxy-2-oxo-1,2-dihydropyridine-3-carboxyl ate and 79 mg of 3-amino-5-methylisooxazole were added to 2.5 ml of bromobenzene, then, the mixture was stirred for 6.5 hours under heat refluxing condition. The reaction mixture was cooled to room temperature. The resulting solid was collected by filtration, and washed with a mixed solvent of t-butyl methyl ether and hexane and dried to obtain 141 mg of 1,6-dimethyl-4-hydroxy-N-(5-methylisooxazol-3-yl)-2-oxo-1,2-dihydro... Reactants: C(C1=CC=CC=C1)(=O)C1=CC=C(C(=O)O)C=C1 (4-benzoylbenzoic acid), S(=O)(Cl)Cl (thionyl chloride), CO (MeOH). Conditions: time 8 hour. The product is C1(=CC=CC=C1)C(=O)C1=CC=C(C(=O)OC)C=C1 (Methyl 4-(phenylcarbonyl)benzoate). Yield: 64.0%. As a reaction SMILES: [C:1]([C:9]1[CH:17]=[CH:16][C:12]([C:13]([OH:15])=[O:14])=[CH:11][CH:10]=1)(=[O:8])[C:2]1[CH:7]=[CH:6][CH:5]=[CH:4][CH:3]=1.S(Cl)(Cl)=O.[CH3:22]O>>[C:2]1([C:1]([C:9]2[CH:10]=[CH:11][C:12]([C:13]([O:15][CH3:22])=[O:14])=[CH:16][CH:17]=2)=[O:8])[CH:3]=[CH:4][CH:5]=[CH:6][CH:7]=1. Procedure details: A stirring solution of MeOH, 4-benzoylbenzoic acid and thionyl chloride was refluxed for 7 h under a nitrogen atmosphere. The reaction was cooled to RT and a white solid precipitated. The mixture was refrigerated overnight then filtered, rinsed with ice chilled MeOH and air-dried to yield 6.10 g (64%) of the title compound 19 as a white solid. 1H NMR (400 MHz, DMSO-d6): δ8.09 (d, J=8.2 Hz, 2H), 7.85 (d, J=8.1 Hz, 2H), 7.54-7.74 (m, 5H), 3.88 (s, 3H). Starting materials: BrC1=C(C#N)C=C(C=C1)C(F)(F)F (2-bromo-5-trifluoromethylbenzonitrile), NN (hydrazine). Solvent: C(C)O (ethanol). Conditions: temperature 95 celsius. Product: NC1=NNC2=CC=C(C=C12)C(F)(F)F (3-amino-5-trifluoromethylindazole). RXN SMILES: Br[C:2]1[CH:9]=[CH:8][C:7]([C:10]([F:13])([F:12])[F:11])=[CH:6][C:3]=1[C:4]#[N:5].[NH2:14][NH2:15]>C(O)C>[NH2:5][C:4]1[C:3]2[C:2](=[CH:9][CH:8]=[C:7]([C:10]([F:13])([F:12])[F:11])[CH:6]=2)[NH:15][N:14]=1. Procedure details: A solution of 8.0 g. of 2-bromo-5-trifluoromethylbenzonitrile, 3 ml. of 95% hydrazine and 40 ml. of ethanol is kept at 45°-50° C. for 30 hours. The solution is evaporated to dryness. The residue is treated with 100 ml. of 2 N hydrochloric acid, then stirred and heated to 95° C. On cooling the aqueous layer is decanted off and treated with sodium acetate to near neutrality. The precipitate is isolated by filtration and recrystallized from benzene to yield 3-amino-5-trifluoromethylindazole, M.P. 1...